This data is from the Open Reaction Database (ORD), a public repository of structured organic reaction records. The task is: describe an organic reaction: reactants, conditions, products, and yield Solvent: CO.C1CCOC1 (MeOH THF). Procedure: To a suspension of (S)—N6-(5-cyclopropyl-1H-pyrazol-3-yl)-N2-(1-(4-fluorophenyl)ethyl)-3-nitropyridine-2,6-diamine (Example 26; 0.40 g, 1.05 mmol) and zinc dust (0.342 g, 5.23 mmol) in MeOH-THF (1:1, 16 ml) was slowly added a saturated aqueous ammonium chloride solution (2.5 ml). The mixture was stirred at 25° C. for 1 hr, then treated with saturated ammonium acetate solution (4 ml). The resulting mixture was stirred for another 30 min. The Zn dust was removed by filtration and the cake was wash... The reagents and catalysts are [Zn] (zinc). Starting materials: [Cl-].[NH4+] (ammonium chloride), C1(CC1)C1=CC(=NN1)NC1=CC=C(C(=N1)N[C@@H](C)C1=CC=C(C=C1)F)[N+](=O)[O-] ((S)—N6-(5-Cyclopropyl-1H-pyrazol-3-yl)-N2-(1-(4-fluorophenyl)ethyl)-3-nitropyridine-2,6-diamine), C(C)(=O)[O-].[NH4+] (ammonium acetate). Conditions: temperature 25 celsius, time 1 hour. As a reaction SMILES: [CH:1]1([C:4]2[NH:8][N:7]=[C:6]([NH:9][C:10]3[N:15]=[C:14]([NH:16][C@H:17]([C:19]4[CH:24]=[CH:23][C:22]([F:25])=[CH:21][CH:20]=4)[CH3:18])[C:13]([N+:26]([O-])=O)=[CH:12][CH:11]=3)[CH:5]=2)[CH2:3][CH2:2]1.[Cl-].[NH4+].C([O-])(=O)C.[NH4+]>CO.C1COCC1.[Zn]>[CH:1]1([C:4]2[NH:8][N:7]=[C:6]([NH:9][C:10]3[N:15]=[C:14]([NH:16][C@H:17]([C:19]4[CH:20]=[CH:21][C:22]([F:25])=[CH:23][CH:24]=4)[CH3:18])[C:13]([NH2:26])=[CH:12][CH:11]=3)[CH:5]=2)[CH2:3][CH2:2]1 |f:1.2,3.4,5.6|. Yields the product C1(CC1)C1=CC(=NN1)NC1=CC=C(C(=N1)N[C@@H](C)C1=CC=C(C=C1)F)N ((S)—N6-(5-Cyclopropyl-1H-pyrazol-3-yl)-N2-(1-(4-fluorophenyl)ethyl)pyridine-2,3,6-triamine). The reactants are OC1=CC=C2C(=CC=NC2=C1)OC=1C=CC(=NC1)N(C(=O)C1(CC1)C(=O)N)C1=CC=CC=C1 (N-(5-(7-hydroxyquinolin-4-yloxy)pyridin-2-yl)-N-phenyl-cyclopropane-1,1-dicarboxamide), CS(=O)(=O)OCCCC1(CC1)O (3-(1-hydroxycyclopropyl)-propyl methanesulfonate), C(=O)([O-])[O-].[Cs+].[Cs+] (Cs2CO3). Solvent: CC(=O)N(C)C (DMA). Product: OC1(CC1)CCCOC1=CC=C2C(=CC=NC2=C1)OC=1C=CC(=NC1)N(C(=O)C1(CC1)C(=O)N)C1=CC=CC=C1 (N-(5-(7-(3-(1-hydroxycyclopropyl)propoxy)quinolin-4-yloxy)pyridin-2-yl)-N-phenylcyclopropane-1,1-dicarboxamide). Yield: 64.9%. RXN SMILES: [OH:1][C:2]1[CH:11]=[C:10]2[C:5]([C:6]([O:12][C:13]3[CH:14]=[CH:15][C:16]([N:19]([C:28]4[CH:33]=[CH:32][CH:31]=[CH:30][CH:29]=4)[C:20]([C:22]4([C:25]([NH2:27])=[O:26])[CH2:24][CH2:23]4)=[O:21])=[N:17][CH:18]=3)=[CH:7][CH:8]=[N:9]2)=[CH:4][CH:3]=1.CS(O[CH2:39][CH2:40][CH2:41][C:42]1([OH:45])[CH2:44][CH2:43]1)(=O)=O.C([O-])([O-])=O.[Cs+].[Cs+]>CC(N(C)C)=O>[OH:45][C:42]1([CH2:41][CH2:40][CH2:39][O:1][C:2]2[CH:11]=[C:10]3[C:5]([C:6]([O:12][C:13]4[CH:14]=[CH:15][C:16]([N:19]([C:28]5[CH:29]=[CH:30][CH:31]=[CH:32][CH:33]=5)[C:20]([C:22]5([C:25]([NH2:27])=[O:26])[CH2:24][CH2:23]5)=[O:21])=[N:17][CH:18]=4)=[CH:7][CH:8]=[N:9]3)=[CH:4][CH:3]=2)[CH2:44][CH2:43]1 |f:2.3.4|. Procedure: The title compound was prepared according to the procedure described in Example 9 by using N-(5-(7-hydroxyquinolin-4-yloxy)pyridin-2-yl)-N-phenyl-cyclopropane-1,1-dicarboxamide (300 mg, 0.682 mmol), 3-(1-hydroxycyclopropyl)-propyl methanesulfonate (155 mg, 0.80 mmol), and Cs2CO3 (668 mg, 2.05 mmol) in 3 mL of DMA. The residue was purified by a silical gel column chromatography (3:1 (v/v) EtOAc/n-hexane) to give the title compound as a white solid (238.5 mg, 65%). Product: OC1=C(C=C(C=C1)C)N1N=C2C(=N1)C=CC=C2 (2-(2'-hydroxy-5'-methylphenyl)benzotriazole). Procedure details: 25.7 g (0.1 mol) of 2-nitro-2'-hydroxy-5'-methylazobenzene, 0.125 g of palladium carbon, 100 ml of toluene, 50 ml of IPA, 25 ml of water and 7 g of 50% dimethylamine were charged into a 500-ml stainless autoclave with an agitator. After the air in the flask had been replaced by hydrogen, the pressure of hydrogen was set to 10 kg/cm2. Reaction was then effected in the same way as that employed in Example 1. After the reaction had been completed, the catalyst was filtered off, and part of the filt... Isolated yield 81.0%. The reagents and catalysts are [C].[Pd] (palladium carbon). Run in O (water), CC(C)O (IPA). The reactants are [N+](=O)([O-])C1=C(C=CC=C1)N=NC1=C(C=CC(=C1)C)O (2-nitro-2'-hydroxy-5'-methylazobenzene), C1(=CC=CC=C1)C (toluene), CNC (dimethylamine), [H][H] (hydrogen), [H][H] (hydrogen). As a reaction SMILES: [N+:1]([C:4]1[CH:9]=[CH:8][CH:7]=[CH:6][C:5]=1[N:10]=[N:11][C:12]1[CH:17]=[C:16]([CH3:18])[CH:15]=[CH:14][C:13]=1[OH:19])([O-])=O.C1(C)C=CC=CC=1.CNC.[H][H]>[C].[Pd].O.CC(O)C>[OH:19][C:13]1[CH:14]=[CH:15][C:16]([CH3:18])=[CH:17][C:12]=1[N:11]1[N:10]=[C:5]2[CH:6]=[CH:7][CH:8]=[CH:9][C:4]2=[N:1]1 |f:4.5|. Reactants: O=C([O-])[O-], CC(C)(C)c1ccc(-c2cc3c(Cl)ncc(C#N)c3s2)cc1, [K+], [K+], NC1CCCCC1, CN(C)C=O. Yields the product CC(C)(C)c1ccc(-c2cc3c(NC4CCCCC4)ncc(C#N)c3s2)cc1. RXN SMILES: [C:30](=[O:31])([O-:32])[O-:33].[Cl:1][c:2]1[n:3][cH:4][c:5]([C:21]#[N:22])[c:6]2[c:7]1[cH:8][c:9](-[c:11]1[cH:12][cH:13][c:14]([C:17]([CH3:18])([CH3:19])[CH3:20])[cH:15][cH:16]1)[s:10]2.[K+:34].[K+:35].[NH2:23][CH:24]1[CH2:25][CH2:26][CH2:27][CH2:28][CH2:29]1.[O:36]=[CH:37][N:38]([CH3:39])[CH3:40]>>[c:2]1([NH:23][CH:24]2[CH2:25][CH2:26][CH2:27][CH2:28][CH2:29]2)[n:3][cH:4][c:5]([C:21]#[N:22])[c:6]2[c:7]1[cH:8][c:9](-[c:11]1[cH:12][cH:13][c:14]([C:17]([CH3:18])([CH3:19])[CH3:20])[cH:15][cH:16]1)[s:10]2.